From a dataset of the Open Reaction Database (ORD), a public repository of structured organic reaction records. describe an organic reaction: reactants, conditions, products, and yield The reactants are [Br-], O=Cc1ccc(Br)cc1, O=C([O-])[O-], CCCC[N+](CCCC)(CCCC)CCCC, OB(O)c1ccc(C(F)(F)F)cc1, [K+], [K+], CC(=O)[O-], CC(=O)[O-], C1COCCO1, O, [Pd+2]. Product: O=Cc1ccc(-c2ccc(C(F)(F)F)cc2)cc1. Reaction SMILES: [Br-:36].[Br:14][c:15]1[cH:16][cH:17][c:18]([CH:19]=[O:20])[cH:21][cH:22]1.[C:23](=[O:24])([O-:25])[O-:26].[CH3:37][CH2:38][CH2:39][CH2:40][N+:41]([CH2:42][CH2:43][CH2:44][CH3:45])([CH2:46][CH2:47][CH2:48][CH3:49])[CH2:50][CH2:51][CH2:52][CH3:53].[F:1][C:2]([c:3]1[cH:4][cH:5][c:6]([B:9]([OH:10])[OH:11])[cH:7][cH:8]1)([F:12])[F:13].[K+:27].[K+:28].[O-:55][C:56]([CH3:57])=[O:58].[O-:59][C:60]([CH3:61])=[O:62].[O:30]1[CH2:31][CH2:32][O:33][CH2:34][CH2:35]1.[OH2:29].[Pd+2:54]>>[F:1][C:2]([c:3]1[cH:4][cH:5][c:6](-[c:15]2[cH:16][cH:17][c:18]([CH:19]=[O:20])[cH:21][cH:22]2)[cH:7][cH:8]1)([F:12])[F:13]. Solvent: C1=CC=CC=C1 (benzene). Yields the product CCOCC[Si](OCC)(OCC)OCC (CH3CH2OCH2CH2Si(OC2H5)3). Starting materials: C(=C)OCC (vinylethylether), C(C)O[SiH](OCC)OCC (triethoxysilane). The reagents and catalysts are catalyst. Isolated yield 91.0%. Reaction SMILES: [CH:1]([O:3][CH2:4][CH3:5])=[CH2:2].[CH2:6]([O:8][SiH:9]([O:13][CH2:14][CH3:15])[O:10][CH2:11][CH3:12])[CH3:7]>C1C=CC=CC=1>[CH3:2][CH2:1][O:3][CH2:4][CH2:5][Si:9]([O:13][CH2:14][CH3:15])([O:10][CH2:11][CH3:12])[O:8][CH2:6][CH3:7]. Procedure details: 390 g vinylethylether, 600 g triethoxysilane, 3 g of a catalyst prepared according to Example 1 and 1000 ml of benzene were introduced into a reaction vessel and the mixture heated for 1.5 hours to boiling. After distillation, 786 g of CH3CH2OCH2CH2Si(OC2H5)3 were obtained (90% of the theoretical amount). Procedure: In a 4 mL vial was added 2-chloro-1-[4-(4-chloro-3-methoxy-phenyl)-piperazin-1-yl]-ethanone (1) (59 mg, 0.20 mmol, 1.0 equiv), 6-fluoro-3H-benzooxazol-2-one (30 mg, 0.20 mmol, 1.00 equiv), K2CO3 (110 mg, 0.80 mmol, 4.0 equiv) and 800 μL of NMP. A stir bar was placed in the vial and the vial was then capped. The resultant mixture stirred at 60° C. overnight. The crude product was purified by reversed phase HPLC (acetonitrile —H2O with 0.1% TFA as the eluent) to yield 6-fluoro-3-{2-[4-(4-chloro-3-... The product is FC1=CC2=C(N(C(O2)=O)CC(=O)N2CCN(CC2)C2=CC(=C(C=C2)Cl)OC)C=C1 (6-fluoro-3-{2-[4-(4-chloro-3-methoxy-phenyl)-piperazin-1-yl]-2-oxo-ethyl}-3H-benzooxazol-2-one). As a reaction SMILES: Cl[CH2:2][C:3]([N:5]1[CH2:10][CH2:9][N:8]([C:11]2[CH:16]=[CH:15][C:14]([Cl:17])=[C:13]([O:18][CH3:19])[CH:12]=2)[CH2:7][CH2:6]1)=[O:4].[F:20][C:21]1[CH:30]=[CH:29][C:24]2[NH:25][C:26](=[O:28])[O:27][C:23]=2[CH:22]=1.C([O-])([O-])=O.[K+].[K+]>CN1C(=O)CCC1>[F:20][C:21]1[CH:30]=[CH:29][C:24]2[N:25]([CH2:2][C:3]([N:5]3[CH2:10][CH2:9][N:8]([C:11]4[CH:16]=[CH:15][C:14]([Cl:17])=[C:13]([O:18][CH3:19])[CH:12]=4)[CH2:7][CH2:6]3)=[O:4])[C:26](=[O:28])[O:27][C:23]=2[CH:22]=1 |f:2.3.4|. The reactants are resultant mixture, ClCC(=O)N1CCN(CC1)C1=CC(=C(C=C1)Cl)OC (2-chloro-1-[4-(4-chloro-3-methoxy-phenyl)-piperazin-1-yl]-ethanone), FC1=CC2=C(NC(O2)=O)C=C1 (6-fluoro-3H-benzooxazol-2-one), C(=O)([O-])[O-].[K+].[K+] (K2CO3). The solvent is CN1CCCC1=O (NMP). Reactants: ClC1=NC2=CC(=C(C=C2C(=N1)N)OC)OC (2-chloro-6,7-dimethoxy-4-quinazolinamine), C(C1=CC=CC=C1)OC1=CC=C(N)C=C1 (4-benzyloxyaniline). Run at time 16 hour. Product: COC=1C=C2C(=NC(=NC2=CC1OC)NC1=CC=C(C=C1)OCC1=CC=CC=C1)N (6,7-dimethoxy-2-(4-benzyloxyanilino)-4-quinazolamine). RXN SMILES: Cl[C:2]1[N:11]=[C:10]([NH2:12])[C:9]2[C:4](=[CH:5][C:6]([O:15][CH3:16])=[C:7]([O:13][CH3:14])[CH:8]=2)[N:3]=1.[CH2:17]([O:24][C:25]1[CH:31]=[CH:30][C:28]([NH2:29])=[CH:27][CH:26]=1)[C:18]1[CH:23]=[CH:22][CH:21]=[CH:20][CH:19]=1>>[CH3:14][O:13][C:7]1[CH:8]=[C:9]2[C:4](=[CH:5][C:6]=1[O:15][CH3:16])[N:3]=[C:2]([NH:29][C:28]1[CH:27]=[CH:26][C:25]([O:24][CH2:17][C:18]3[CH:19]=[CH:20][CH:21]=[CH:22][CH:23]=3)=[CH:31][CH:30]=1)[N:11]=[C:10]2[NH2:12]. Procedure details: 2-chloro-6,7-dimethoxy-4-quinazolinamine (1.73 g, 7 mmol) and 4-benzyloxyaniline (2.5 g, 12 mmol) were heated in an s.s. bomb at 145° C. for 16 hrs. Upon cooling the resultant solid was washed well with ether to afford the product. 1H NMR DMSO 3.86 (d, 6H , OCH3), 5.14 (s, 2H, CH2), 6.9-7.5 (m, 11H, ArH) Starting materials: C(C)(C)(C)C1=CC(=C(C=N1)C=1N([C@]([C@](N1)(C)C1=CC=C(C=C1)Cl)(C)C1=CC=C(C=C1)Cl)C(=O)Cl)OCC ((4S,5R)-2-(6-tert-butyl-4-ethoxy-pyridin-3-yl)-4,5-bis-(4-chloro-phenyl)-4,5-dimethyl-4,5-dihydro-imidazole-1-carbonyl chloride), N1C2=C(NCCC1)C=CC=C2 (2,3,4,5-tetrahydro-1H-benzo[b][1,4]diazepine). Yields the product C(C)(C)(C)C1=CC(=C(C=N1)C=1N([C@]([C@](N1)(C)C1=CC=C(C=C1)Cl)(C)C1=CC=C(C=C1)Cl)C(=O)N1C2=C(NCCC1)C=CC=C2)OCC ([(4S,5R)-2-(6-tert-Butyl-4-ethoxy-pyridin-3-yl)-4,5-bis-(4-chloro-phenyl)-4,5-dimethyl-4,5-dihydro-imidazol-1-yl]-(2,3,4,5-tetrahydro-benzo[b][1,4]diazepin-1-yl)-methanone). RXN SMILES: [C:1]([C:5]1[N:10]=[CH:9][C:8]([C:11]2[N:12]([C:32](Cl)=[O:33])[C@@:13]([C:25]3[CH:30]=[CH:29][C:28]([Cl:31])=[CH:27][CH:26]=3)([CH3:24])[C@@:14]([C:17]3[CH:22]=[CH:21][C:20]([Cl:23])=[CH:19][CH:18]=3)([CH3:16])[N:15]=2)=[C:7]([O:35][CH2:36][CH3:37])[CH:6]=1)([CH3:4])([CH3:3])[CH3:2].[NH:38]1[CH2:44][CH2:43][CH2:42][NH:41][C:40]2[CH:45]=[CH:46][CH:47]=[CH:48][C:39]1=2>>[C:1]([C:5]1[N:10]=[CH:9][C:8]([C:11]2[N:12]([C:32]([N:38]3[CH2:44][CH2:43][CH2:42][NH:41][C:40]4[CH:45]=[CH:46][CH:47]=[CH:48][C:39]3=4)=[O:33])[C@@:13]([C:25]3[CH:30]=[CH:29][C:28]([Cl:31])=[CH:27][CH:26]=3)([CH3:24])[C@@:14]([C:17]3[CH:22]=[CH:21][C:20]([Cl:23])=[CH:19][CH:18]=3)([CH3:16])[N:15]=2)=[C:7]([O:35][CH2:36][CH3:37])[CH:6]=1)([CH3:4])([CH3:2])[CH3:3]. Procedure details: In a manner analogous to the method described in examples 8, (4S,5R)-2-(6-tert-butyl-4-ethoxy-pyridin-3-yl)-4,5-bis-(4-chloro-phenyl)-4,5-dimethyl-4,5-dihydro-imidazole-1-carbonyl chloride (example 51) was coupled with 2,3,4,5-tetrahydro-1H-benzo[b][1,4]diazepine (Aldrich) to give the title compound. HR-MS (ES, m/z) calculated for C38H42Cl2N5O2 [(M+H)+] 670.271, observed 670.2712. Starting materials: CN(C)C=O, COC(C)(C)C, [Li]C(C)CC, Cl, COc1ccccc1F, C1CCOC1. The product is COc1cccc(C=O)c1F. RXN SMILES: [CH3:15][N:16]([CH:17]=[O:18])[CH3:19].[CH3:26][O:27][C:28]([CH3:29])([CH3:30])[CH3:31].[CH:10]([Li:11])([CH2:12][CH3:13])[CH3:14].[ClH:20].[F:1][c:2]1[c:3]([O:8][CH3:9])[cH:4][cH:5][cH:6][cH:7]1.[O:21]1[CH2:22][CH2:23][CH2:24][CH2:25]1>>[F:1][c:2]1[c:3]([O:8][CH3:9])[cH:4][cH:5][cH:6][c:7]1[CH:17]=[O:18].